From a dataset of the Open Reaction Database (ORD), a public repository of structured organic reaction records. describe an organic reaction: reactants, conditions, products, and yield Starting materials: Fc1ccc2c(c1)Oc1cc(F)c(Br)cc1N=C2, O=C1CCCC(=O)O1, CCOCC, Cc1ccccc1C. Product: O=C(O)C1CCC(=O)N2c3cc(Br)c(F)cc3Oc3cc(F)ccc3C12. As a reaction SMILES: [Br:9][c:10]1[cH:11][c:12]2[c:13]([cH:24][c:25]1[F:26])[O:14][c:15]1[c:16]([cH:19][cH:20][c:21]([F:23])[cH:22]1)[CH:17]=[N:18]2.[C:1]1(=[O:8])[CH2:2][CH2:3][CH2:4][C:5](=[O:6])[O:7]1.[CH3:27][CH2:28][O:29][CH2:30][CH3:31].[c:32]1([CH3:33])[c:34]([CH3:35])[cH:36][cH:37][cH:38][cH:39]1>>[C:1]([CH:2]1[CH2:3][CH2:4][C:5](=[O:6])[N:18]2[c:12]3[cH:11][c:10]([Br:9])[c:25]([F:26])[cH:24][c:13]3[O:14][c:15]3[c:16]([cH:19][cH:20][c:21]([F:23])[cH:22]3)[CH:17]12)([OH:7])=[O:8]. The reactants are O=C(Cl)Cc1ccccc1, Nc1nc2cccc(-c3ccoc3)n2n1. Product: O=C(Cc1ccccc1)Nc1nc2cccc(-c3ccoc3)n2n1. As a reaction SMILES: [c:16]1([CH2:22][C:23](=[O:24])[Cl:25])[cH:17][cH:18][cH:19][cH:20][cH:21]1.[o:1]1[cH:2][c:3](-[c:6]2[cH:7][cH:8][cH:9][c:10]3[n:11]2[n:12][c:13]([NH2:15])[n:14]3)[cH:4][cH:5]1>>[o:1]1[cH:2][c:3](-[c:6]2[cH:7][cH:8][cH:9][c:10]3[n:11]2[n:12][c:13]([NH:15][C:23]([CH2:22][c:16]2[cH:17][cH:18][cH:19][cH:20][cH:21]2)=[O:24])[n:14]3)[cH:4][cH:5]1. The reactants are ice, COC=1C=CC(=CC1)CO (p-methoxybenzyl alcohol), BrC1=CC(=CC(=C1)F)F (1-bromo-3,5-difluorobenzene), [H-].[Na+] (sodium hydride). Run in CN1C(CCC1)=O (N-methylpyrrolidone). Conditions: time 45 minute. Yields the product BrC1=CC(=CC(=C1)OCC1=CC=C(C=C1)OC)F (1-Bromo-3-fluoro-5-(4-methoxybenzyloxy)-benzene). Reaction SMILES: [CH3:1][O:2][C:3]1[CH:4]=[CH:5][C:6]([CH2:9][OH:10])=[CH:7][CH:8]=1.[H-].[Na+].[Br:13][C:14]1[CH:19]=[C:18](F)[CH:17]=[C:16]([F:21])[CH:15]=1>CN1CCCC1=O>[Br:13][C:14]1[CH:19]=[C:18]([O:10][CH2:9][C:6]2[CH:7]=[CH:8][C:3]([O:2][CH3:1])=[CH:4][CH:5]=2)[CH:17]=[C:16]([F:21])[CH:15]=1 |f:1.2|. Procedure details: To a mixture of 2.2 ml of p-methoxybenzyl alcohol and 50 ml of N-methylpyrrolidone was added 840 mg of sodium hydride (60% oil dispersion), and the resulting mixture was stirred at room temperature for 45 minutes in a nitrogen atmosphere. To the reaction mixture was added 2 ml of 1-bromo-3,5-difluorobenzene, followed by stirring at 50° C. for 1.5 hours. The reaction mixture was poured into 50 ml of ice-diluted hydrochloric acid and extracted three times with diethyl ether-hexane (1:1 by volume. ... Starting materials: OCC1=NC(=CC(=C1)OCCN(CCC(=O)OC)S(=O)(=O)C1=C(C=CC=C1)[N+](=O)[O-])CO (methyl 3-[[2-(2,6-bis-hydroxymethyl-pyridin-4-yloxy)-ethyl]-(2-nitro-benzenesulfonyl)-amino]-propanoate), C([O-])([O-])=O.[Cs+].[Cs+] (caesium carbonate), C1(=CC=CC=C1)S (thiophenol). Run in C(C)#N (acetonitrile). Reaction conditions: time 4 hour. Yields the product OCC1=NC(=CC(=C1)OCCNCCC(=O)OC)CO (methyl 3-[2-(2,6-bis-hydroxymethyl-pyridin-4-yloxy)-ethylamino]-propanoate). The yield is 87.4%. RXN SMILES: [OH:1][CH2:2][C:3]1[CH:8]=[C:7]([O:9][CH2:10][CH2:11][N:12](S(C2C=CC=CC=2[N+]([O-])=O)(=O)=O)[CH2:13][CH2:14][C:15]([O:17][CH3:18])=[O:16])[CH:6]=[C:5]([CH2:31][OH:32])[N:4]=1.C(=O)([O-])[O-].[Cs+].[Cs+].C1(S)C=CC=CC=1>C(#N)C>[OH:32][CH2:31][C:5]1[CH:6]=[C:7]([O:9][CH2:10][CH2:11][NH:12][CH2:13][CH2:14][C:15]([O:17][CH3:18])=[O:16])[CH:8]=[C:3]([CH2:2][OH:1])[N:4]=1 |f:1.2.3|. Reported procedure: To a solution of 155 mg of methyl 3-[[2-(2,6-bis-hydroxymethyl-pyridin-4-yloxy)-ethyl]-(2-nitro-benzenesulfonyl)-amino]-propanoate in 6 ml of acetonitrile, under argon, was added 325 mg of caesium carbonate and 67 μl of thiophenol. The mixture was stirred for 4 hours at room temperature and then filtered through a sinter of porosity 4. The cake was washed with EtOAc and the filtrate was concentrated under reduced pressure and purified on a Mega BE-SCX, 2GM 12ML cartridge (Varian), using washing ... The reactants are CC#N, CCN(C(C)C)C(C)C, CC(C)(OC(=O)Oc1ccc([N+](=O)[O-])cc1)C(F)(F)F, NC(C(=O)O)C1CCOCC1, O. The product is CC(C)(OC(=O)NC(C(=O)O)C1CCOCC1)C(F)(F)F. As a reaction SMILES: [CH3:41][C:42]#[N:43].[CH:32]([N:33]([CH2:34][CH3:35])[CH:36]([CH3:37])[CH3:38])([CH3:39])[CH3:40].[F:12][C:13]([C:14]([CH3:15])([CH3:16])[O:17][C:18]([O:19][c:21]1[cH:22][cH:23][c:24]([N+:25]([O-:26])=[O:27])[cH:28][cH:29]1)=[O:20])([F:30])[F:31].[NH2:1][CH:2]([C:3](=[O:4])[OH:5])[CH:6]1[CH2:7][CH2:8][O:9][CH2:10][CH2:11]1.[OH2:44]>>[NH:1]([CH:2]([C:3](=[O:4])[OH:5])[CH:6]1[CH2:7][CH2:8][O:9][CH2:10][CH2:11]1)[C:18]([O:17][C:14]([C:13]([F:12])([F:30])[F:31])([CH3:15])[CH3:16])=[O:19]. Procedure details: To a solution of 10 (37.3 g, 0.095 mol) in EtOAc (1 l ) under N2 stirred at r.t. was added NaWO4 ·2H2O (2.9 g, 0.009 mol) in H2O (45 mol). After 15 min., 30% H2O2 (27 ml, 0.26 mol) was added dropwise. After addition, the solution was heated at 40° C. After 3.5 h, Na2SO3 (12 g, 0.095 mol) in H2O (12.5 ml) was added until a negative starch iodide test was observed. The layers were separated, extracted with EtOAc (1×) and the organic layers were washed with saturated NaCl, dried, filtered and conce... Conditions: temperature 40 celsius, time 15 minute. The reactants are [O-]S(=O)[O-].[Na+].[Na+] (Na2SO3), starch iodide, COCCOCC1CC(C2=C(S1)SC(=C2)S(=O)(=O)N)NC(CC)=O (5,6-dihydro-6-(2-methoxyethoxymethyl)-4-propionamido-4H-thieno[2,3-b]thiopyran-2-sulfonamide), OO (H2O2), NaWO4. Yield: 98.5%. Reaction SMILES: [CH3:1][O:2][CH2:3][CH2:4][O:5][CH2:6][CH:7]1S[C:11]2[S:13][C:14]([S:16]([NH2:19])(=[O:18])=[O:17])=[CH:15][C:10]=2[CH:9]([NH:20][C:21](=[O:24])[CH2:22][CH3:23])[CH2:8]1.OO.[O-][S:28]([O-:30])=[O:29].[Na+].[Na+]>CCOC(C)=O.O>[CH3:1][O:2][CH2:3][CH2:4][O:5][CH2:6][CH:7]1[S:28](=[O:30])(=[O:29])[C:11]2[S:13][C:14]([S:16]([NH2:19])(=[O:18])=[O:17])=[CH:15][C:10]=2[CH:9]([NH:20][C:21](=[O:24])[CH2:22][CH3:23])[CH2:8]1 |f:2.3.4|. The solvent is O (H2O), CCOC(=O)C (EtOAc), O (H2O). Yields the product COCCOCC1CC(C2=C(S1(=O)=O)SC(=C2)S(=O)(=O)N)NC(CC)=O (5,6-dihydro-6-(2-methoxyethoxymethyl)-4-propionamido-4H-thieno[2,3-b]thiopyran-2-sulfonamide-7,7-dioxide). Reactants: N(=O)[O-].[Na+] (NaNO2), NC=1SC(=C(N1)C(=O)OC)CC (methyl 2-amino-5-ethyl-1,3-thiazole-4-carboxylate), CuSO4.5H2O, [Na+].[Cl-] (NaCl), OS(=O)(=O)O (H2SO4). Reagents/catalysts: Cl[Cu] (CuCl). Solvent: [Cl-].[Na+].O (brine), O (water), O (water). Conditions: temperature 0 celsius, time 45 minute. Product: ClC=1SC(=C(N1)C(=O)OC)CC (methyl 2-chloro-5-ethylthiazole-4-carboxylate). Reaction SMILES: N([O-])=O.[Na+].N[C:6]1[S:7][C:8]([CH2:15][CH3:16])=[C:9]([C:11]([O:13][CH3:14])=[O:12])[N:10]=1.[Na+].[Cl-:18].OS(O)(=O)=O>O.[Cl-].[Na+].O.Cl[Cu]>[Cl:18][C:6]1[S:7][C:8]([CH2:15][CH3:16])=[C:9]([C:11]([O:13][CH3:14])=[O:12])[N:10]=1 |f:0.1,3.4,7.8.9|. Procedure: The following diazotization step was adapted from Barton, A. et al., J.C.S. Perkin Trans I, 159-164 (1982): A solution of NaNO2 (166 mg, 2.4 mmol) in water (0.6 mL) was added slowly to a stirred, cold (0° C.) solution of methyl 2-amino-5-ethyl-1,3-thiazole-4-carboxylate (186 mg, 1.0 mmol), CuSO4.5H2O (330 mg, 1.32 mmol), NaCl (260 mg, 4.45 mmol) and H2SO4 (5.5 mL) in water (7.5 mL). The mixture was stirred at 0° C. for 45 min and allowed to warm up to room temperature where it stirred further fo...